Dataset: the Open Reaction Database (ORD), a public repository of structured organic reaction records. Task: describe an organic reaction: reactants, conditions, products, and yield The reactants are COC(=O)C=1N(C(C2=CC=C(C=C2C1OS(=O)(=O)C(F)(F)F)Cl)=O)CC1=CC=CC=C1 (2-benzyl-6-chloro-1-oxo-4-trifluoromethanesulfonyloxy-1,2-dihydroisoquinoline-3-carboxylic acid methyl ester), CC1=CC=C(C=C1)B(O)O (4-methylphenylboronic acid), crystals. Product: COC(=O)C=1N(C(C2=CC=C(C=C2C1C1=CC=C(C=C1)C)Cl)=O)CC1=CC=CC=C1 (2-benzyl-6-chloro-1-oxo-4-p-tolyl-1,2-dihydroisoquinoline-3-carboxylic acid methyl ester). RXN SMILES: [CH3:1][O:2][C:3]([C:5]1[N:6]([CH2:25][C:26]2[CH:31]=[CH:30][CH:29]=[CH:28][CH:27]=2)[C:7](=[O:24])[C:8]2[C:13]([C:14]=1OS(C(F)(F)F)(=O)=O)=[CH:12][C:11]([Cl:23])=[CH:10][CH:9]=2)=[O:4].[CH3:32][C:33]1[CH:38]=[CH:37][C:36](B(O)O)=[CH:35][CH:34]=1>>[CH3:1][O:2][C:3]([C:5]1[N:6]([CH2:25][C:26]2[CH:27]=[CH:28][CH:29]=[CH:30][CH:31]=2)[C:7](=[O:24])[C:8]2[C:13]([C:14]=1[C:36]1[CH:37]=[CH:38][C:33]([CH3:32])=[CH:34][CH:35]=1)=[CH:12][C:11]([Cl:23])=[CH:10][CH:9]=2)=[O:4]. Procedure: The present compound was synthesized by a method similar to that in Example 272 and using 2-benzyl-6-chloro-1-oxo-4-trifluoromethanesulfonyloxy-1,2-dihydroisoquinoline-3-carboxylic acid methyl ester (100 mg) and 4-methylphenylboronic acid. Colorless crystals (24 mg). The product is COC=1C=C2C=C(C=NC2=CC1)CC(C(=O)OCC)(C(=O)OCC)NC(C)=O (Diethyl (6-methoxy-3-quinolyl)methyl-acetamidomalonate). Reaction conditions: time 30 minute. Starting materials: Cl.ClCC=1C=NC2=CC=C(C=C2C1)OC (3-chloromethyl-6-methoxyquinoline hydrochloride), resultant mixture, [O-]CC.[Na+] (sodium ethoxide), [Na] (sodium), C(C)(=O)NC(C(=O)OCC)C(=O)OCC (diethyl acetamidomalonate). Solvent: C(C)O (ethanol). Reaction SMILES: [O-]CC.[Na+].[Na].[C:6]([NH:9][CH:10]([C:16]([O:18][CH2:19][CH3:20])=[O:17])[C:11]([O:13][CH2:14][CH3:15])=[O:12])(=[O:8])[CH3:7].Cl.Cl[CH2:23][C:24]1[CH:25]=[N:26][C:27]2[C:32]([CH:33]=1)=[CH:31][C:30]([O:34][CH3:35])=[CH:29][CH:28]=2>C(O)C>[CH3:35][O:34][C:30]1[CH:31]=[C:32]2[C:27](=[CH:28][CH:29]=1)[N:26]=[CH:25][C:24]([CH2:23][C:10]([NH:9][C:6](=[O:8])[CH3:7])([C:16]([O:18][CH2:19][CH3:20])=[O:17])[C:11]([O:13][CH2:14][CH3:15])=[O:12])=[CH:33]2 |f:0.1,4.5,^1:4|. Procedure details: To a solution of sodium ethoxide prepared from 0.3 g (13.1 mmol) of sodium and 30 mL of ethanol were added, in one portion, 2.85 g (13.1 mmol) of diethyl acetamidomalonate. After 30 minutes, 1.52 g (6.24 mmol) of 3-chloromethyl-6-methoxyquinoline hydrochloride were added and the resultant mixture was refluxed overnight. The reaction mixture was evaporated and the residue was dissolved in 25 mL of 1N hydrochloric acid and extracted twice with ethyl ether. The aqueous layer was neutralized with so... Yield: 75.1%. Reactants: C1(=CC=CC=C1)S(=O)(=O)CC1=CC=C(C(=C1C(=O)O)OC)Br (6-(benzenesulphonylmethyl)-3-bromo-2-methoxybenzoic acid), C1(=CC=CC=C1)S(=O)(=O)CC1=CC=C(C(=C1C(=O)O)OC)Br (6-(benzenesulphonylmethyl)-3-bromo-2-methoxybenzoic acid), C(C=1C(O)=CC=CC1)=NO (salicylaldoxime), N1C=NC=C1 (imidazole), C([O-])([O-])=O.[Cs+].[Cs+] (cesium carbonate). The reagents and catalysts are [Cu-]=O (copper (I) oxide). Solvent: C(C)#N (acetonitrile), C(C)(=O)OCC (ethyl acetate). Run at temperature 160 celsius. Product: C1(=CC=CC=C1)S(=O)(=O)CC1=CC=C(C(=C1C(=O)O)OC)N1C=NC=C1 (6-benzenesulphonylmethyl-3-(imidazol-1-yl)-2-methoxybenzoic acid). RXN SMILES: [C:1]1([S:7]([CH2:10][C:11]2[C:16]([C:17]([OH:19])=[O:18])=[C:15]([O:20][CH3:21])[C:14](Br)=[CH:13][CH:12]=2)(=[O:9])=[O:8])[CH:6]=[CH:5][CH:4]=[CH:3][CH:2]=1.C(=NO)C1C(=CC=CC=1)O.[NH:33]1[CH:37]=[CH:36][N:35]=[CH:34]1.C(=O)([O-])[O-].[Cs+].[Cs+]>C(#N)C.[Cu-]=O.C(OCC)(=O)C>[C:1]1([S:7]([CH2:10][C:11]2[C:16]([C:17]([OH:19])=[O:18])=[C:15]([O:20][CH3:21])[C:14]([N:33]3[CH:37]=[CH:36][N:35]=[CH:34]3)=[CH:13][CH:12]=2)(=[O:9])=[O:8])[CH:6]=[CH:5][CH:4]=[CH:3][CH:2]=1 |f:3.4.5|. Reported procedure: A mixture of 6-(benzenesulphonylmethyl)-3-bromo-2-methoxybenzoic acid (Intermediate 133, 0.20 g), copper (I) oxide (0.008 g), salicylaldoxime (0.032 g), imidazole (0.08 g), cesium carbonate (0.5 g) in acetonitrile (4 ml) was sealed under nitrogen in a microwave vial and heated at 160° C. for 1 hour. After cooling, ethyl acetate was added and the solid was filtered off. The filtrate was evaporated to dryness and the residue was purified by HPLC, eluting with a mixture of methanol and water contai...